Task: describe an organic reaction: reactants, conditions, products, and yield. Dataset: the Open Reaction Database (ORD), a public repository of structured organic reaction records The reactants are [Si](C)(C)(C(C)(C)C)OC1CCN(CC1)C=1C(=CC(=C2C=CC=NC12)Cl)C(C)=O (1-[8-(4-{[tert-butyl(dimethyl)silyl]oxy}piperidin-1-yl)-5-chloroquinolin-7-yl]ethanone), C(C)(=O)[O-].[NH4+] (ammonium acetate), C(#N)[BH3-].[Na+] (sodium cyanoborohydride). The solvent is CO (methanol), C(C)#N (acetonitrile). Conditions: temperature 65 celsius. Product: [Si](C)(C)(C(C)(C)C)OC1CCN(CC1)C=1C(=CC(=C2C=CC=NC12)Cl)C(C)N (1-[8-(4-{[tert-Butyl(dimethyl)silyl]oxy}piperidin-1-yl)-5-chloroquinolin-7-yl]ethanamine). RXN SMILES: [Si:1]([O:8][CH:9]1[CH2:14][CH2:13][N:12]([C:15]2[C:16]([C:26](=O)[CH3:27])=[CH:17][C:18]([Cl:25])=[C:19]3[C:24]=2[N:23]=[CH:22][CH:21]=[CH:20]3)[CH2:11][CH2:10]1)([C:4]([CH3:7])([CH3:6])[CH3:5])([CH3:3])[CH3:2].C([O-])(=O)C.[NH4+].C([BH3-])#[N:35].[Na+]>CO.C(#N)C>[Si:1]([O:8][CH:9]1[CH2:14][CH2:13][N:12]([C:15]2[C:16]([CH:26]([NH2:35])[CH3:27])=[CH:17][C:18]([Cl:25])=[C:19]3[C:24]=2[N:23]=[CH:22][CH:21]=[CH:20]3)[CH2:11][CH2:10]1)([C:4]([CH3:7])([CH3:6])[CH3:5])([CH3:3])[CH3:2] |f:1.2,3.4|. Procedure details: A mixture of 1-[8-(4-{[tert-butyl(dimethyl)silyl]oxy}piperidin-1-yl)-5-chloroquinolin-7-yl]ethanone (275 mg, 0.656 mmol) and ammonium acetate (506 mg, 6.56 mmol) in methanol (3.7 mL) and acetonitrile (3.7 mL) was heated at 65° C. in a sealed tube for 30 minutes. After cooling to room temperature, sodium cyanoborohydride (82.5 mg, 1.31 mmol) was added to the resulting mixture. The reaction was heated at 65° C. for another 4 hours, then cooled to room temperature, quenched with sat. sodium bicarbo... Starting materials: S(=O)(Cl)Cl (Thionyl chloride), OCCCCCCN1C(=C(C2=CC=CC=C12)C)N1C=NC=C1 (1-(6-hydroxyhexyl)-3-methyl-2-(1-imidazolyl)indole), C([O-])(O)=O.[Na+] (sodium bicarbonate). Run at time 1 hour. The product is ClCCCCCCN1C(=C(C2=CC=CC=C12)C)N1C=NC=C1 (1-(6-chlorohexyl)-3-methyl-2-(1-imidazolyl)indole). As a reaction SMILES: S(Cl)([Cl:3])=O.O[CH2:6][CH2:7][CH2:8][CH2:9][CH2:10][CH2:11][N:12]1[C:20]2[C:15](=[CH:16][CH:17]=[CH:18][CH:19]=2)[C:14]([CH3:21])=[C:13]1[N:22]1[CH:26]=[CH:25][N:24]=[CH:23]1.C(=O)(O)[O-].[Na+]>>[Cl:3][CH2:6][CH2:7][CH2:8][CH2:9][CH2:10][CH2:11][N:12]1[C:20]2[C:15](=[CH:16][CH:17]=[CH:18][CH:19]=2)[C:14]([CH3:21])=[C:13]1[N:22]1[CH:26]=[CH:25][N:24]=[CH:23]1 |f:2.3|. Procedure: Thionyl chloride (0.36 ml) is combined with 1-(6-hydroxyhexyl)-3-methyl-2-(1-imidazolyl)indole (1.3 g) at 0°. The mixture is then stirred at room temperature for 1 hour. Saturated aqueous sodium bicarbonate is added and the mixture is extracted with dichloromethane. The extract is washed with saturated sodium chloride solution and dried over anhydrous magnesium sulfate. Concentration to dryness and purification by chromatography gives 1-(6-chlorohexyl)-3-methyl-2-(1-imidazolyl)indole. The reactants are NC1=C(C=O)C=C(C=C1)OCC (2-amino-5-ethoxybenzaldehyde), COC1=C(C(=CC=C1)OC)CCC#N (3-(2,6-dimethoxyphenyl)propionitrile). Yields the product C(C)OC=1C=C2C=C(C(=NC2=CC1)N)CC1=C(C=CC=C1OC)OC (6-Ethoxy-3-(2,6-dimethoxybenzyl)quinolin-2-amine). As a reaction SMILES: [NH2:1][C:2]1[CH:9]=[CH:8][C:7]([O:10][CH2:11][CH3:12])=[CH:6][C:3]=1[CH:4]=O.[CH3:13][O:14][C:15]1[CH:20]=[CH:19][CH:18]=[C:17]([O:21][CH3:22])[C:16]=1[CH2:23][CH2:24][C:25]#[N:26]>>[CH2:11]([O:10][C:7]1[CH:6]=[C:3]2[C:2](=[CH:9][CH:8]=1)[N:1]=[C:25]([NH2:26])[C:24]([CH2:23][C:16]1[C:17]([O:21][CH3:22])=[CH:18][CH:19]=[CH:20][C:15]=1[O:14][CH3:13])=[CH:4]2)[CH3:12]. Reported procedure: The title compound was synthesized according to EXAMPLE 11 from 2-amino-5-ethoxybenzaldehyde and 3-(2,6-dimethoxyphenyl)propionitrile. Reactants: C(C1=CC=CC=C1)(=O)N1CCC=2NC=3C=CC=C(C3C2CC1)B1OC(C(O1)(C)C)(C)C (3-Benzoyl-10-(4,4,5,5-tetramethyl-1,3,2-dioxaborolan-2-yl)-1,2,3,4,5,6-hexahydroazepino[4,5-b]indole), P(=O)([O-])([O-])[O-].[K+].[K+].[K+] (potassium phosphate), BrC1=C(C=CC=C1)C(F)(F)F (2-Bromobenzotrifluoride), COP(OC)OC (trimethylphosphite). The reagents and catalysts are C=1C=CC(=CC1)/C=C/C(=O)/C=C/C2=CC=CC=C2.C=1C=CC(=CC1)/C=C/C(=O)/C=C/C2=CC=CC=C2.C=1C=CC(=CC1)/C=C/C(=O)/C=C/C2=CC=CC=C2.[Pd].[Pd] (tris(dibenzylideneacetone)dipalladium(0)). Run in O1CCOCC1 (dioxane). The product is C(C1=CC=CC=C1)(=O)N1CCC=2NC=3C=CC=C(C3C2CC1)C1=C(C=CC=C1)C(F)(F)F (3-benzoyl-10-[2-(trifluoromethyl)phenyl]-1,2,3,4,5,6-hexahydroazepino[4,5-b]indole). Isolated yield 95.1%. Reaction SMILES: [C:1]([N:9]1[CH2:22][CH2:21][C:20]2[C:19]3[C:18](B4OC(C)(C)C(C)(C)O4)=[CH:17][CH:16]=[CH:15][C:14]=3[NH:13][C:12]=2[CH2:11][CH2:10]1)(=[O:8])[C:2]1[CH:7]=[CH:6][CH:5]=[CH:4][CH:3]=1.P([O-])([O-])([O-])=O.[K+].[K+].[K+].Br[C:41]1[CH:46]=[CH:45][CH:44]=[CH:43][C:42]=1[C:47]([F:50])([F:49])[F:48].COP(OC)OC>O1CCOCC1.C1C=CC(/C=C/C(/C=C/C2C=CC=CC=2)=O)=CC=1.C1C=CC(/C=C/C(/C=C/C2C=CC=CC=2)=O)=CC=1.C1C=CC(/C=C/C(/C=C/C2C=CC=CC=2)=O)=CC=1.[Pd].[Pd]>[C:1]([N:9]1[CH2:22][CH2:21][C:20]2[C:19]3[C:18]([C:41]4[CH:46]=[CH:45][CH:44]=[CH:43][C:42]=4[C:47]([F:50])([F:49])[F:48])=[CH:17][CH:16]=[CH:15][C:14]=3[NH:13][C:12]=2[CH2:11][CH2:10]1)(=[O:8])[C:2]1[CH:3]=[CH:4][CH:5]=[CH:6][CH:7]=1 |f:1.2.3.4,8.9.10.11.12|. Procedure: 3-Benzoyl-10-(4,4,5,5-tetramethyl-1,3,2-dioxaborolan-2-yl)-1,2,3,4,5,6-hexahydroazepino[4,5-b]indole (2.50 g, 6.00 mmol), triturated potassium phosphate (3.01 g, 14.2 mmol) and tris(dibenzylideneacetone)dipalladium(0) (0.562 g, 0.613 mmol) were combined in dioxane (63 mL) at rt under N2. 2-Bromobenzotrifluoride (0.98 mL, 1.62 g, 7.21 mmol) and trimethylphosphite (0.22 mL, 0.231 g, 1.86 mmol) were added to the reaction mixture by syringe. Ar was bubbled through the reaction mixture for 20 min. Th... Reactants: C(C)(C)(C)OC(N[C@H]1C[C@H]([C@H](CC1)NCCC(C1=CC(=CC=C1)C(F)(F)F)=O)CS(=O)(=O)C1=CC=CC=C1)=O ((1R,3R,4S)-{3-benzenesulfonylmethyl-4-[3-oxo-3-(3-trifluoromethylphenyl)-propylamino]cyclohexyl}carbamic acid tert-butyl ester), [Cl-].[NH4+] (ammonium chloride), [H-].[Na+] (sodium hydride), C(C)(C)(C)OC(CP(=O)(OC)OC)=O (dimethylphosphonoacetic acid tert-butyl ester). The solvent is O1CCCC1 (tetrahydrofuran), O1CCCC1 (tetrahydrofuran). Product: C(C)(C)(C)OC(C=C(CCN([C@@H]1[C@@H](C[C@@H](CC1)C(=O)OC(C)(C)C)CS(=O)(=O)C1=CC=CC=C1)N)C1=CC(=CC=C1)C(F)(F)F)=O (5-([1S,2R,4R]-2-benzenesulfonylmethyl-4-tert-butoxycarbonyl-aminocyclohexylamino)-3-(3-trifluoromethylphenyl)pent-2-enoic acid tert-butyl ester). As a reaction SMILES: [H-].[Na+].[C:3]([O:7][C:8](=[O:16])[CH2:9]P(OC)(OC)=O)([CH3:6])([CH3:5])[CH3:4].C(OC(=O)N[C@@H]1[CH2:29][CH2:28][C@H:27]([NH:30][CH2:31][CH2:32][C:33](=O)[C:34]2[CH:39]=[CH:38][CH:37]=[C:36]([C:40]([F:43])([F:42])[F:41])[CH:35]=2)[C@H:26]([CH2:45][S:46]([C:49]2[CH:54]=[CH:53][CH:52]=[CH:51][CH:50]=2)(=[O:48])=[O:47])[CH2:25]1)(C)(C)C.[Cl-].[NH4+:57]>O1CCCC1>[C:3]([O:7][C:8](=[O:16])[CH:9]=[C:33]([C:34]1[CH:39]=[CH:38][CH:37]=[C:36]([C:40]([F:41])([F:43])[F:42])[CH:35]=1)[CH2:32][CH2:31][N:30]([NH2:57])[C@H:27]1[CH2:28][CH2:29][C@@H:9]([C:8]([O:7][C:3]([CH3:4])([CH3:5])[CH3:6])=[O:16])[CH2:25][C@H:26]1[CH2:45][S:46]([C:49]1[CH:50]=[CH:51][CH:52]=[CH:53][CH:54]=1)(=[O:47])=[O:48])([CH3:6])([CH3:5])[CH3:4] |f:0.1,4.5|. Procedure details: A suspension of sodium hydride (60%, 176 mg, 4.4 mmol) in tetrahydrofuran (5 mL) was stirred on an ice bath and treated dropwise over 5 min with dimethylphosphonoacetic acid tert-butyl ester (0.79 mL, 4.0 mmol). The mixture was stirred at room temperature for 25 min, then was cooled on an ice bath and treated with a solution of (1R,3R,4S)-{3-benzenesulfonylmethyl-4-[3-oxo-3-(3-trifluoromethylphenyl)-propylamino]cyclohexyl}carbamic acid tert-butyl ester (1.138 g, 2.0 mmol) in tetrahydrofuran (5 m... As a reaction SMILES: [Br:10][CH2:11][c:12]1[cH:13][cH:14][cH:15][cH:16][cH:17]1.[CH3:18][CH2:19][O:20][C:21](=[O:22])[CH3:23].[CH3:1][c:2]1[cH:3][c:4]([CH:8]=[O:9])[n:5][cH:6][cH:7]1.[OH2:31].[S:24]1(=[O:29])(=[O:30])[CH2:25][CH2:26][CH2:27][CH2:28]1>>[Br-:10].[CH3:1][c:2]1[cH:3][c:4]([CH:8]=[O:9])[n+:5]([CH2:11][c:12]2[cH:13][cH:14][cH:15][cH:16][cH:17]2)[cH:6][cH:7]1. Yields the product [Br-], Cc1cc[n+](Cc2ccccc2)c(C=O)c1. Starting materials: BrCc1ccccc1, CCOC(C)=O, Cc1ccnc(C=O)c1, O, O=S1(=O)CCCC1. Starting materials: C1=C(C=CC2=CC(=CC=C12)C(=O)O)C(=O)O (2,6-naphthalene dicarboxylic acid), [Cu].C(=O)O (formic acid copper), C(=O)O (formic acid). Run in CO (methanol), CO (methanol). Yields the product [Cu].C1=C(C=CC2=CC(=CC=C12)C(=O)O)C(=O)O (2,6-naphthalene dicarboxylic acid copper). Yield: 67.6%. As a reaction SMILES: [CH:1]1[C:10]2[C:5](=[CH:6][C:7]([C:11]([OH:13])=[O:12])=[CH:8][CH:9]=2)[CH:4]=[CH:3][C:2]=1[C:14]([OH:16])=[O:15].C(O)=O.[Cu:20].C(O)=O>CO>[Cu:20].[CH:1]1[C:10]2[C:5](=[CH:6][C:7]([C:11]([OH:13])=[O:12])=[CH:8][CH:9]=2)[CH:4]=[CH:3][C:2]=1[C:14]([OH:16])=[O:15] |f:2.3,5.6|. Procedure details: 0.40 g of 2,6-naphthalene dicarboxylic acid was dissolved under heating in a mixture solvent of 4000 cm3 of methanol and 5 cm3 of formic acid. After this solution was cooled to the normal temperature, into this solution under stirring, a further solution in which 3.00 g of formic acid copper was dissolved in 100 cm3 of methanol was dripped and then this was kept still for a few days. Thereafter, the precipitation product was suction-filtered and dried for 110° C./4 hours, whereby 0.35 g of 2,6-n... RXN SMILES: [Br:12][c:13]1[cH:14][cH:15][cH:16][c:17]([N+:18]([O-:19])=[O:20])[c:21]1[NH:22][CH2:23][CH2:24][OH:25].[F:1][c:2]1[c:3]([F:11])[c:4]([N+:8](=[O:9])[O-:10])[cH:5][cH:6][cH:7]1>>[F:1][c:2]1[c:3]([NH:22][CH2:23][CH2:24][OH:25])[c:4]([N+:8](=[O:9])[O-:10])[cH:5][cH:6][cH:7]1. The product is O=[N+]([O-])c1cccc(F)c1NCCO. Reactants: O=[N+]([O-])c1cccc(Br)c1NCCO, O=[N+]([O-])c1cccc(F)c1F.